Dataset: the Open Reaction Database (ORD), a public repository of structured organic reaction records. Task: describe an organic reaction: reactants, conditions, products, and yield As a reaction SMILES: [C:1]([CH3:2])([CH3:3])([CH3:4])[Si:5]([Cl:6])([c:7]1[cH:8][cH:9][cH:10][cH:11][cH:12]1)[c:13]1[cH:14][cH:15][cH:16][cH:17][cH:18]1.[CH3:52][N:53]([c:54]1[cH:55][cH:56][n:57][cH:58][cH:59]1)[CH3:60].[CH3:66][CH2:67][O:68][C:69](=[O:70])[CH3:71].[Cl-:50].[Cl:24][CH2:25][CH:26]([CH2:27][CH:28]([C:29](=[O:30])[NH:31][NH:32][C:33](=[O:34])[O:35][C:36]([CH3:37])([CH3:38])[CH3:39])[c:40]1[cH:41][c:42]([F:48])[c:43]([F:47])[c:44]([F:46])[cH:45]1)[OH:49].[NH4+:51].[O:61]=[CH:62][N:63]([CH3:64])[CH3:65].[nH:19]1[cH:20][cH:21][n:22][cH:23]1>>[C:1]([CH3:2])([CH3:3])([CH3:4])[Si:5]([c:7]1[cH:8][cH:9][cH:10][cH:11][cH:12]1)([c:13]1[cH:14][cH:15][cH:16][cH:17][cH:18]1)[O:49][CH:26]([CH2:25][Cl:24])[CH2:27][CH:28]([C:29](=[O:30])[NH:31][NH:32][C:33](=[O:34])[O:35][C:36]([CH3:37])([CH3:38])[CH3:39])[c:40]1[cH:41][c:42]([F:48])[c:43]([F:47])[c:44]([F:46])[cH:45]1. Yields the product CC(C)(C)OC(=O)NNC(=O)C(CC(CCl)O[Si](c1ccccc1)(c1ccccc1)C(C)(C)C)c1cc(F)c(F)c(F)c1. Starting materials: CC(C)(C)[Si](Cl)(c1ccccc1)c1ccccc1, CN(C)c1ccncc1, CCOC(C)=O, [Cl-], CC(C)(C)OC(=O)NNC(=O)C(CC(O)CCl)c1cc(F)c(F)c(F)c1, [NH4+], CN(C)C=O, c1c[nH]cn1. The reactants are Br (HBr), NC1=CC=C(C=C1)C(C(F)(F)F)(C(F)(F)F)O (2-(4-aminophenyl)-1,1,1,3,3,3-hexafluoropropan-2-ol), Br (HBr), N(=O)[O-].[Na+] (sodium nitrite). The reagents and catalysts are [Cu]Br (copper(I) bromide). The solvent is O (water), O (water). Reaction conditions: time 20 minute. Yields the product BrC1=CC=C(C=C1)C(C(F)(F)F)(C(F)(F)F)O (2-(4-bromophenyl)-1,1,1,3,3,3-hexafluoropropan-2-ol). Isolated yield 57.0%. RXN SMILES: N[C:2]1[CH:7]=[CH:6][C:5]([C:8]([OH:17])([C:13]([F:16])([F:15])[F:14])[C:9]([F:12])([F:11])[F:10])=[CH:4][CH:3]=1.N([O-])=O.[Na+].[BrH:22]>O.[Cu]Br>[Br:22][C:2]1[CH:7]=[CH:6][C:5]([C:8]([OH:17])([C:13]([F:16])([F:15])[F:14])[C:9]([F:12])([F:11])[F:10])=[CH:4][CH:3]=1 |f:1.2|. Reported procedure: To a mixture of 2-(4-aminophenyl)-1,1,1,3,3,3-hexafluoropropan-2-ol (10 g, 39 mmol) in 40% HBr (100 mL) was added dropwise a solution of sodium nitrite (3.2 g, 46 mmol) in water (10 mL). The mixture was stirred for 20 minutes before it was poured into a solution of copper(I) bromide (8.4 g, 59 mmol) in 40% HBr (100 mL) at 0° C. The resulting dark brown mixture was stirred for 30 minutes and was then diluted with water. The mixture was extracted with ethyl acetate (100 mL×3). The combined organic...